The task is: describe an organic reaction: reactants, conditions, products, and yield. This data is from the Open Reaction Database (ORD), a public repository of structured organic reaction records. As a reaction SMILES: [C:1]([Si:2]([CH3:3])([CH3:4])[O:6][CH:7]1[CH2:8][N:9]([CH2:12][c:13]2[cH:14][cH:15][c:16](-[c:19]3[cH:20][c:21]4[n:22][cH:23][cH:24][c:25]([O:28][c:29]5[c:30]([F:48])[cH:31][c:32]([NH:35][C:36](=[S:37])[NH:38][C:39]([CH2:40][c:41]6[cH:42][cH:43][cH:44][cH:45][cH:46]6)=[O:47])[cH:33][cH:34]5)[c:26]4[s:27]3)[cH:17][cH:18]2)[CH2:10][CH2:11]1)([CH3:5])([CH3:49])[CH3:50].[CH3:51][C:52]#[N:53].[CH3:54][OH:55].[ClH:56]>>[OH:6][CH:7]1[CH2:8][N:9]([CH2:12][c:13]2[cH:14][cH:15][c:16](-[c:19]3[cH:20][c:21]4[n:22][cH:23][cH:24][c:25]([O:28][c:29]5[c:30]([F:48])[cH:31][c:32]([NH:35][C:36](=[S:37])[NH:38][C:39]([CH2:40][c:41]6[cH:42][cH:43][cH:44][cH:45][cH:46]6)=[O:47])[cH:33][cH:34]5)[c:26]4[s:27]3)[cH:17][cH:18]2)[CH2:10][CH2:11]1. The product is O=C(Cc1ccccc1)NC(=S)Nc1ccc(Oc2ccnc3cc(-c4ccc(CN5CCC(O)C5)cc4)sc23)c(F)c1. Reactants: CC(C)(C)[Si](C)(C)OC1CCN(Cc2ccc(-c3cc4nccc(Oc5ccc(NC(=S)NC(=O)Cc6ccccc6)cc5F)c4s3)cc2)C1, CC#N, CO, Cl. The reactants are P(Br)(Br)Br (phosphorus tribromide), COC=1C=C(CBr)C=C(C1)OC (3,5-dimethoxybenzyl bromide), C(#C)[Si](C)(C)C (ethynyl trimethylsilane), P(Br)(Br)Br (PBr3), [Br-] (bromide). Run in ClCCl (dichloromethane). Reaction conditions: time 3 hour. The product is COC=1C=C(C=C(C1)OC)CC#C[Si](C)(C)C ((3-(3,5-dimethoxyphenyl)prop-1-ynyl)trimethylsilane). RXN SMILES: P(Br)(Br)Br.[Br-].[CH3:6][O:7][C:8]1[CH:9]=[C:10]([CH:13]=[C:14]([O:16][CH3:17])[CH:15]=1)[CH2:11]Br.[C:18]([Si:20]([CH3:23])([CH3:22])[CH3:21])#[CH:19]>ClCCl>[CH3:6][O:7][C:8]1[CH:9]=[C:10]([CH2:11][C:19]#[C:18][Si:20]([CH3:23])([CH3:22])[CH3:21])[CH:13]=[C:14]([O:16][CH3:17])[CH:15]=1. Procedure details: The 3,5-methoxybenzoic acid is converted to (E)-5-(2-halo-3-iodoallyl)-1,3-phenylene bis(2,2-dimethylpropanoate) by first reducing the 3,5-methoxybenzoic acid to produce 3,5-dimethoxybenzyl alcohol. Suitable reducing agents include metal hydrides such as lithium aluminum hydride. In one embodiment, the reduction is performed in tetrahydrofuran; the reaction is initiated at 0° C., then allowed to warm to room temperature and proceed for 5 hours. The alcohol then is brominated to produce 3,5-dimet... Starting materials: [N+](=O)([O-])C=C(NCCSCC1=C(N=CN1)C)SC (1-nitro-2-methylthio-2-[2-((4-methyl-5-imidazolyl)methylthio)ethylamino]ethylene), S1C=NC=C1 (thiazole). Run in C(C)#N (acetonitrile). Yields the product [N+](=O)([O-])C=C(NCCSCC=1SC=CN1)NCCSCC1=C(N=CN1)C (1-nitro-2-[2-((4-methyl-5-imidazolyl)methylthio)ethylamino]-2-[2-(2-thiazolylmethylthio)ethylamino]ethylene). As a reaction SMILES: [N+:1]([CH:4]=[C:5](SC)[NH:6][CH2:7][CH2:8][S:9][CH2:10][C:11]1[NH:15][CH:14]=[N:13][C:12]=1[CH3:16])([O-:3])=[O:2].[S:19]1[CH:23]=[CH:22][N:21]=[CH:20]1>C(#N)C>[N+:1]([CH:4]=[C:5]([NH:6][CH2:7][CH2:8][S:9][CH2:10][C:11]1[NH:15][CH:14]=[N:13][C:12]=1[CH3:16])[NH:6][CH2:7][CH2:8][S:9][CH2:10][C:20]1[S:19][CH:23]=[CH:22][N:21]=1)([O-:3])=[O:2]. Procedure details: Reaction of 1-nitro-2-methylthio-2-[2-((4-methyl-5-imidazolyl)methylthio)ethylamino]ethylene with an excess of 2-[2-aminoethyl)thiomethyl]thiazole according to the procedure of Example 3, results in the production of 1-nitro-2-[2-((4-methyl-5-imidazolyl)methylthio)ethylamino]-2-[2-(2-thiazolylmethylthio)ethylamino]ethylene, m.p. 119°-120° (from acetonitrile). By the same procedure, reaction of 1-nitro-2-methylthio-2-[2-((4-methyl-5-imidazolyl)methylthio)ethylamino]ethylene with the following com... As a reaction SMILES: [C:1]1(=[O:8])[CH2:2][CH2:3][CH2:4][C:5](=[O:6])[O:7]1.[NH2:9][CH2:10][CH2:11][N:12]1[CH2:13][CH2:14][O:15][CH2:16][CH2:17]1.[O:18]1[CH2:19][CH2:20][O:21][CH2:22][CH2:23]1>>[C:1]([CH2:2][CH2:3][CH2:4][C:5](=[O:6])[NH:9][CH2:10][CH2:11][N:12]1[CH2:13][CH2:14][O:15][CH2:16][CH2:17]1)([OH:7])=[O:8]. Starting materials: O=C1CCCC(=O)O1, NCCN1CCOCC1, C1COCCO1. The product is O=C(O)CCCC(=O)NCCN1CCOCC1. The reactants are C(C)(=O)O.C(C1=CC=CC=C1)N(C(CCCOC=1C=C2CN3C(=NC2=CC1)NC(C3)=O)=O)CC3=CC=CC=C3 (N,N-dibenzyl-4-(2-oxo-1,2,3,5-tetrahydroimidazo[2,1-b]quinazolin-7-yl)oxybutyramide acetate), S(O)(O)(=O)=O (sulfuric acid). The solvent is O (water). Yields the product S(=O)(=O)(O)O.C(C1=CC=CC=C1)N(C(CCCOC=1C=C2CN3C(=NC2=CC1)NC(C3)=O)=O)CC3=CC=CC=C3 (N,N-dibenzyl-4-(2-oxo-1,2,3,5-tetrahydroimidazo[2,1-b]quinazolin-7-yl)oxybutyramide sulfate). RXN SMILES: C(O)(=O)C.[CH2:5]([N:12]([CH2:33][C:34]1[CH:39]=[CH:38][CH:37]=[CH:36][CH:35]=1)[C:13](=[O:32])[CH2:14][CH2:15][CH2:16][O:17][C:18]1[CH:19]=[C:20]2[C:25](=[CH:26][CH:27]=1)[N:24]=[C:23]1[NH:28][C:29](=[O:31])[CH2:30][N:22]1[CH2:21]2)[C:6]1[CH:11]=[CH:10][CH:9]=[CH:8][CH:7]=1.[S:40](=[O:44])(=[O:43])([OH:42])[OH:41]>O>[S:40]([OH:44])([OH:43])(=[O:42])=[O:41].[CH2:33]([N:12]([CH2:5][C:6]1[CH:7]=[CH:8][CH:9]=[CH:10][CH:11]=1)[C:13](=[O:32])[CH2:14][CH2:15][CH2:16][O:17][C:18]1[CH:19]=[C:20]2[C:25](=[CH:26][CH:27]=1)[N:24]=[C:23]1[NH:28][C:29](=[O:31])[CH2:30][N:22]1[CH2:21]2)[C:34]1[CH:39]=[CH:38][CH:37]=[CH:36][CH:35]=1 |f:0.1,4.5|. Procedure: N,N-dibenzyl-4-(2-oxo-1,2,3,5-tetrahydroimidazo[2,1-b]quinazolin-7-yl)oxybutyramide acetate (1.0 g) is dissolved in 50 ml water containing a stoichiometric equivalent of sulfuric acid, and the solution evaporated to dryness. The product is suspended in ethanol and filtered, air dried and recrystallized from methanol/acetone to yield N,N-dibenzyl-4-(2-oxo-1,2,3,5-tetrahydroimidazo[2,1-b]quinazolin-7-yl)oxybutyramide sulfate. Solvent: CO (methanol). The product is NC1=CC=CC=2C3=CC=CC=C3N(C12)C (1-Amino-9-Methyl Carbazole). Reported procedure: 3,6-Dibromo-9-methyl-1-nitrocarbazole (10 g) was dissolved in 300 ml of methanol. To the solution was added 50 g of Rexyn™ (OH-) form) and, under an atmosphere of carbon dioxide, 2 g of 5% Pd/C. The vessel was charged with 44.5 psi of H2. During the course of the reaction the hydrogen pressure dropped to 32.8 psi (100% H2 uptake). The crude reaction mixture was filtered and the clear solution was evaporated with a rotary evaporator using a vacuum pump and a water bath at 20° C. to give a white s... Reagents/catalysts: [Pd] (Pd/C). As a reaction SMILES: Br[C:2]1[CH:3]=[C:4]([N+:17]([O-])=O)[C:5]2[N:6]([CH3:16])[C:7]3[C:12]([C:13]=2[CH:14]=1)=[CH:11][C:10](Br)=[CH:9][CH:8]=3.[H][H]>CO.[Pd]>[NH2:17][C:4]1[C:5]2[N:6]([CH3:16])[C:7]3[C:12](=[CH:11][CH:10]=[CH:9][CH:8]=3)[C:13]=2[CH:14]=[CH:2][CH:3]=1. Starting materials: BrC=1C=C(C=2N(C3=CC=C(C=C3C2C1)Br)C)[N+](=O)[O-] (3,6-Dibromo-9-methyl-1-nitrocarbazole), [H][H] (hydrogen). Reactants: CC(C)(C)CC(NC(=O)OCc1ccccc1)C(=O)NC(CC(=O)OC(C)(C)C)CN1CCc2cc(F)ccc21, COc1cccc(C(=O)O)c1. Product: COc1cccc(C(=O)NC(CC(C)(C)C)C(=O)NC(CC(=O)OC(C)(C)C)CN2CCc3cc(F)ccc32)c1. Reaction SMILES: [C:1]([CH3:2])([CH3:3])([CH3:4])[O:5][C:6]([CH2:7][CH:8]([CH2:9][N:10]1[CH2:11][CH2:12][c:13]2[cH:14][c:15]([F:19])[cH:16][cH:17][c:18]21)[NH:20][C:21]([CH:22]([CH2:23][C:24]([CH3:25])([CH3:26])[CH3:27])[NH:28][C:29](=[O:30])[O:31][CH2:32][c:33]1[cH:34][cH:35][cH:36][cH:37][cH:38]1)=[O:39])=[O:40].[C:41]([c:42]1[cH:43][c:44]([O:48][CH3:49])[cH:45][cH:46][cH:47]1)([OH:50])=[O:51]>>[C:1]([CH3:2])([CH3:3])([CH3:4])[O:5][C:6]([CH2:7][CH:8]([CH2:9][N:10]1[CH2:11][CH2:12][c:13]2[cH:14][c:15]([F:19])[cH:16][cH:17][c:18]21)[NH:20][C:21]([CH:22]([CH2:23][C:24]([CH3:25])([CH3:26])[CH3:27])[NH:28][C:29](=[O:30])[c:42]1[cH:43][c:44]([O:48][CH3:49])[cH:45][cH:46][cH:47]1)=[O:39])=[O:40].